From a dataset of the Open Reaction Database (ORD), a public repository of structured organic reaction records. describe an organic reaction: reactants, conditions, products, and yield Starting materials: C(C)(C)(C)OC(=O)N[C@H]1[C@@H]2C([C@@H](C[C@H]1CC=O)C2)(C)C ((1S,2R,3S,5S)-2-tert-butoxycarbonylamino-3-formylmethyl-6,6-dimethylbicyclo [3.1.1]heptane), O (Water), [Br-].C(#N)CCCC[P+](C1=CC=CC=C1)(C1=CC=CC=C1)C1=CC=CC=C1 ((4-cyanobutyl)triphenylphosphonium bromide), CC(C)([O-])C.[K+] (potassium-tert-butoxide). Run in O1CCCC1 (tetrahydrofuran), O1CCCC1 (tetrahydrofuran). Yields the product C(#N)CCC\C=C/CC1CC2C(C(C1)C2)(C)C (3-[(2Z)-6-cyano-2-hexenyl]-6,6-dimethylbicyclo [3.1.1]heptane). Yield: 41.8%. RXN SMILES: [Br-].[C:2]([CH2:4][CH2:5][CH2:6][CH2:7][P+](C1C=CC=CC=1)(C1C=CC=CC=1)C1C=CC=CC=1)#[N:3].CC(C)([O-])C.[K+].C(OC(N[C@@H:41]1[C@H:46]([CH2:47][CH:48]=O)[CH2:45][C@H:44]2[CH2:50][C@H:42]1[C:43]2([CH3:52])[CH3:51])=O)(C)(C)C.O>O1CCCC1>[C:2]([CH2:4][CH2:5][CH2:6]/[CH:7]=[CH:48]\[CH2:47][CH:46]1[CH2:41][CH:42]2[CH2:50][CH:44]([C:43]2([CH3:51])[CH3:52])[CH2:45]1)#[N:3] |f:0.1,2.3|. Procedure: To a suspension of 30.3 g of (4-cyanobutyl)triphenylphosphonium bromide in 140 ml of tetrahydrofuran is added 8.07 g of potassium-tert-butoxide under stirring in an nitrogen atmosphere and the mixture is stirred at room temperature for 1.5 hours. A solution of the above prepared crude aldehyde 3c in 50 ml of tetrahydrofuran is dropwise added at 0° C. and the resulting mixture is stirred at the same temperature for 1 hour. Water is added to the reaction mixture, then which is extracted with ether... Reactants: N(=O)[O-].[Na+] (sodium nitrite), NC1=CC(=NC=C1)CC (4-Amino-2-ethylpyridine), [OH-].[Na+] (sodium hydroxide), hexane-ether, BrBr (bromine). Solvent: O (water), Br (hydrogen bromide). Reaction conditions: temperature 0 celsius. Product: BrC1=CC(=NC=C1)CC (4-Bromo-2-ethylpyridine). RXN SMILES: N[C:2]1[CH:7]=[CH:6][N:5]=[C:4]([CH2:8][CH3:9])[CH:3]=1.[Br:10]Br.N([O-])=O.[Na+].[OH-].[Na+]>Br.O>[Br:10][C:2]1[CH:7]=[CH:6][N:5]=[C:4]([CH2:8][CH3:9])[CH:3]=1 |f:2.3,4.5|. Procedure details: 4-Amino-2-ethylpyridine (18 g) was dissolved with warming in 48 ml of 48% hydrogen bromide. The solution was cooled to 0° C. and 15 ml of bromine was added dropwise followed by a solution of 25.4 g of sodium nitrite in 37 ml of water over 1/2 hour while maintaining the temperature below 5° C. The mixture was allowed to warm to room temperature over 2 hours and was then poured onto ice and made alkaline with 35% sodium hydroxide. The aqueous mixture was extracted three times with 200 ml of methyl... The reactants are C(CC)[Mg]Br (n-Propylmagnesium bromide), ClC=1C=CC(=C2N3C(=NC21)N(CCC3)C3=C(C=C(C=C3C)Cl)Cl)C=O (9-chloro-1-(2,4-dichloro-6-methylphenyl)-1,2,3,4-tetrahydropyrimido[1,2-a]benzimidazole-6-carbaldehyde). The solvent is O1CCCC1 (tetrahydrofuran). Run at time 12 hour. Product: ClC1=CC=C(C=2N3C(=NC21)N(CCC3)C3=C(C=C(C=C3C)Cl)Cl)C(CCC)O (1-[9-Chloro-1-(2,4-dichloro-6-methylphenyl)-1,2,3,4-tetrahydropyrimido[1,2-a]benzimidazol-6-yl]butan-1-ol). Reaction SMILES: [CH2:1]([Mg]Br)[CH2:2][CH3:3].[Cl:6][C:7]1[CH:8]=[CH:9][C:10]([CH:29]=[O:30])=[C:11]2[C:15]=1[N:14]=[C:13]1[N:16]([C:20]3[C:25]([CH3:26])=[CH:24][C:23]([Cl:27])=[CH:22][C:21]=3[Cl:28])[CH2:17][CH2:18][CH2:19][N:12]21>O1CCCC1>[Cl:6][C:7]1[C:15]2[N:14]=[C:13]3[N:16]([C:20]4[C:25]([CH3:26])=[CH:24][C:23]([Cl:27])=[CH:22][C:21]=4[Cl:28])[CH2:17][CH2:18][CH2:19][N:12]3[C:11]=2[C:10]([CH:29]([OH:30])[CH2:1][CH2:2][CH3:3])=[CH:9][CH:8]=1. Reported procedure: n-Propylmagnesium bromide (2.0 M solution in tetrahydrofuran, 0.25 mL, 0.50 mmol) was added to a stirred solution of 9-chloro-1-(2,4-dichloro-6-methylphenyl)-1,2,3,4-tetrahydropyrimido[1,2-a]benzimidazole-6-carbaldehyde (179 mg, 0.453 mmol) in tetrahydrofuran (2.0 mL) at 0° C., and the mixture was stirred at room temperature for 12 hr. The reaction was quenched by aqueous saturated ammonium chloride, and the mixture was extracted with ethyl acetate. The combined organic layer was washed with bri... The reactants are FC1=C(C=CC(=C1[N+](=O)[O-])F)O (2,4-difluoro-3-nitrophenol), NC1=C(C=C(C=C1)O)F (4-amino-3-fluorophenol). Yields the product FC1=C(C=C(C(=C1)F)N)O (2,4-difluoro-5-aminophenol). Isolated yield 97.0%. As a reaction SMILES: F[C:2]1[C:7]([N+:8]([O-])=O)=[C:6]([F:11])[CH:5]=[CH:4][C:3]=1[OH:12].NC1C=CC(O)=CC=1[F:21]>>[F:21][C:4]1[CH:5]=[C:6]([F:11])[C:7]([NH2:8])=[CH:2][C:3]=1[OH:12]. Procedure: This compound was prepared from 2,4-difluoro-3-nitrophenol (2.35 g, 13.4 mmol) in the manner described for 4-amino-3-fluorophenol, affording 1.89 g (97%) of 2,4-difluoro-5-aminophenol as a tan solid. 1H-NMR (DMSO-d6) δ 9.26 (s, 1H), 6.89 (t, J=10.7 Hz, 1H), 6.33 (t, J=9.2 Hz, 1H), 4.82 (s, 2H). RXN SMILES: [CH3:15][CH2:16][OH:17].[Cl:1][c:2]1[cH:3][c:4]([C:5](=[O:6])[O:7][CH3:8])[cH:9][cH:10][c:11]1[OH:12].[NH2:13][NH2:14]>>[Cl:1][c:2]1[cH:3][c:4]([C:5](=[O:6])[NH:13][NH2:14])[cH:9][cH:10][c:11]1[OH:12]. Reactants: CCO, COC(=O)c1ccc(O)c(Cl)c1, NN. Product: NNC(=O)c1ccc(O)c(Cl)c1. The reactants are NC1CC1, [Cl-], O=C1CC(c2cccc(-n3ncnc3CO)c2)=Nc2cc(Cl)c(C(F)(F)F)cc2N1, ClCCl, CN(C)C=O, O=S(Cl)Cl. Yields the product O=C1CC(c2cccc(-n3ncnc3CNC3CC3)c2)=Nc2cc(Cl)c(C(F)(F)F)cc2N1. RXN SMILES: [CH:36]1([NH2:39])[CH2:37][CH2:38]1.[Cl-:35].[Cl:1][c:2]1[cH:3][c:4]2[c:5]([cH:25][c:26]1[C:27]([F:28])([F:29])[F:30])[NH:6][C:7](=[O:24])[CH2:8][C:9]([c:11]1[cH:12][c:13](-[n:17]3[n:18][cH:19][n:20][c:21]3[CH2:22][OH:23])[cH:14][cH:15][cH:16]1)=[N:10]2.[Cl:40][CH2:41][Cl:42].[O:43]=[CH:44][N:45]([CH3:46])[CH3:47].[S:31]([Cl:32])([Cl:33])=[O:34]>>[Cl:1][c:2]1[cH:3][c:4]2[c:5]([cH:25][c:26]1[C:27]([F:28])([F:29])[F:30])[NH:6][C:7](=[O:24])[CH2:8][C:9]([c:11]1[cH:12][c:13](-[n:17]3[n:18][cH:19][n:20][c:21]3[CH2:22][NH:39][CH:36]3[CH2:37][CH2:38]3)[cH:14][cH:15][cH:16]1)=[N:10]2. Starting materials: C(C)OC(CCCOC1=C(C(=CC=C1)CCCCCCOC1=CC(=CC(=C1)C1=CSC=C1)C1=CC=NC=C1)CCC(=O)OCC)=O (4-{2-(2-ethoxycarbony-ethyl)-3-[6-(3-pyridin-4-yl-5-thiophen-3-yl-phenoxy)-hexyl]-phenoxy}-butyric acid ethyl ester), [OH-].[Na+] (NaOH). The product is C(=O)(O)CCC1=C(OCCCC(=O)O)C=CC=C1CCCCCCOC1=CC(=CC(=C1)C1=CSC=C1)C1=CC=NC=C1 (4-{2-(2-carboxy-ethyl)-3-[6-(3-pyridin-4-yl-5-thiophen-3-yl-phenoxy)-hexyl]-phenoxy}-butyric acid). Isolated yield 89.8%. As a reaction SMILES: C([O:3][C:4](=[O:46])[CH2:5][CH2:6][CH2:7][O:8][C:9]1[CH:14]=[CH:13][CH:12]=[C:11]([CH2:15][CH2:16][CH2:17][CH2:18][CH2:19][CH2:20][O:21][C:22]2[CH:27]=[C:26]([C:28]3[CH:32]=[CH:31][S:30][CH:29]=3)[CH:25]=[C:24]([C:33]3[CH:38]=[CH:37][N:36]=[CH:35][CH:34]=3)[CH:23]=2)[C:10]=1[CH2:39][CH2:40][C:41]([O:43]CC)=[O:42])C.[OH-].[Na+]>>[C:41]([CH2:40][CH2:39][C:10]1[C:11]([CH2:15][CH2:16][CH2:17][CH2:18][CH2:19][CH2:20][O:21][C:22]2[CH:27]=[C:26]([C:28]3[CH:32]=[CH:31][S:30][CH:29]=3)[CH:25]=[C:24]([C:33]3[CH:34]=[CH:35][N:36]=[CH:37][CH:38]=3)[CH:23]=2)=[CH:12][CH:13]=[CH:14][C:9]=1[O:8][CH2:7][CH2:6][CH2:5][C:4]([OH:46])=[O:3])([OH:43])=[O:42] |f:1.2|. Procedure details: A similar procedure as described in Example 12, step 9 was used, starting from 4-{2-(2-ethoxycarbony-ethyl)-3-[6-(3-pyridin-4-yl-5-thiophen-3-yl-phenoxy)-hexyl]-phenoxy}-butyric acid ethyl ester (114 mg, 0.18 mmol) and 1.0 N aqueous NaOH (6 mL) to afford 4-{2-(2-carboxy-ethyl)-3-[6-(3-pyridin-4-yl-5-thiophen-3-yl-phenoxy)-hexyl]-phenoxy}-butyric acid (95 mg, 91%) as an amorphous white solid: ES(+)-HRMS m/e calculated for C34H37NO6S (M+H)+ 588.2415, found 588.2414. Reactants: CN1CCC[C@@H]1CC2=CNC3=C2C=C(C=C3)CCS(=O)(=O)C4=CC=CC=C4.O.Br (eletriptan hydrobromide monohydrate). Run in CC(=O)C (acetone). Yields the product CN1CCC[C@@H]1CC2=CNC3=C2C=C(C=C3)CCS(=O)(=O)C=4C=CC=CC4.Br (eletriptan hydrobromide). The yield is 92.4%. RXN SMILES: [CH3:1][N:2]1[C@@H:6]([CH2:7][C:8]2[C:12]3[CH:13]=[C:14]([CH2:17][CH2:18][S:19]([C:22]4[CH:27]=[CH:26][CH:25]=[CH:24][CH:23]=4)(=[O:21])=[O:20])[CH:15]=[CH:16][C:11]=3[NH:10][CH:9]=2)[CH2:5][CH2:4][CH2:3]1.O.[BrH:29]>CC(C)=O>[CH3:1][N:2]1[C@@H:6]([CH2:7][C:8]2[C:12]3[CH:13]=[C:14]([CH2:17][CH2:18][S:19]([C:22]4[CH:23]=[CH:24][CH:25]=[CH:26][CH:27]=4)(=[O:20])=[O:21])[CH:15]=[CH:16][C:11]=3[NH:10][CH:9]=2)[CH2:5][CH2:4][CH2:3]1.[BrH:29] |f:0.1.2,4.5|. Procedure details: A slurry of eletriptan hydrobromide monohydrate (6.5 g) in acetone (97.5 ml) was heated under reflux for three hours and then cooled and filtered. The filtered solid was washed with acetone (6.5 ml) and dried under reduced pressure to give anhydrous eletriptan hydrobromide (5.78 g).